From a dataset of the Open Reaction Database (ORD), a public repository of structured organic reaction records. describe an organic reaction: reactants, conditions, products, and yield Starting materials: CCOC(=O)CCCN1C(=O)N(c2ccc(C#N)c(C(F)(F)F)c2)C(=O)C12CCSCC2, CO, Cl, [Na+], [OH-]. The product is N#Cc1ccc(N2C(=O)N(CCCC(=O)O)C3(CCSCC3)C2=O)cc1C(F)(F)F. As a reaction SMILES: [C:1](#[N:2])[c:3]1[c:4]([C:29]([F:30])([F:31])[F:32])[cH:5][c:6]([N:9]2[C:10](=[O:28])[N:11]([CH2:20][CH2:21][CH2:22][C:23](=[O:24])[O:25][CH2:26][CH3:27])[C:12]3([C:13]2=[O:14])[CH2:15][CH2:16][S:17][CH2:18][CH2:19]3)[cH:7][cH:8]1.[CH3:36][OH:37].[ClH:35].[Na+:34].[OH-:33]>>[C:1](#[N:2])[c:3]1[c:4]([C:29]([F:30])([F:31])[F:32])[cH:5][c:6]([N:9]2[C:10](=[O:28])[N:11]([CH2:20][CH2:21][CH2:22][C:23](=[O:24])[OH:25])[C:12]3([C:13]2=[O:14])[CH2:15][CH2:16][S:17][CH2:18][CH2:19]3)[cH:7][cH:8]1. Reactants: N[C@@H](C)C(=O)O.N[C@@H](CCCCN)C(=O)O (Ala Lys), compound VI, RLys, compounds IV, N[C@@H](CC1=CC=CC=C1)C(=O)O.N[C@@H](CCCCN)C(=O)O (Phe Lys), N[C@@H](C)C(=O)O.N[C@@H](CCCCN)C(=O)O (Ala Lys), RLys, compound V, amino acid, N[C@@H](CCCCN)C(=O)O (lysine), RLys. The product is N[C@@H](CC(C)C)C(=O)O (leucine), RLys. As a reaction SMILES: N[C@H](C(O)=O)CCCCN.N[C@H](C(O)=O)C.N[C@H](C(O)=O)CCCCN.[NH2:27][C@H:28]([C:36]([OH:38])=[O:37])[CH2:29][C:30]1[CH:35]=CC=C[CH:31]=1.N[C@H](C(O)=O)CCCCN>>[NH2:27][C@H:28]([C:36]([OH:38])=[O:37])[CH2:29][CH:30]([CH3:35])[CH3:31] |f:1.2,3.4|. Reported procedure: These compounds were prepared from the corresponding compounds I-III by removal of protecting groups with HBr in acetic acid. The benzyloxycarbonyl and t-butyloxycarbonyl groups were simultaneously removed by treatment with 30% Hbr in acetic acid containing anisol (10%) for 15 minutes at room temperature. Yields were about 90%. The molar ratios of the constituent amino acid residues and electrophoretic migrations relative to lysine were for compounds IV: Ala/Lys=1.05 (calc. 1.00), RLys =0.55, fo... Starting materials: ClB(Cl)Cl, CCC1c2cc(F)ccc2-c2ccccc2N1S(=O)(=O)c1ccc(OC)c(Cl)c1, CCCC[N+](CCCC)(CCCC)CCCC, ClCCl, [I-]. Product: CCC1c2cc(F)ccc2-c2ccccc2N1S(=O)(=O)c1ccc(O)c(Cl)c1. RXN SMILES: [B:30]([Cl:31])([Cl:32])[Cl:33].[CH2:1]([CH3:2])[CH:3]1[N:4]([S:18](=[O:19])(=[O:20])[c:21]2[cH:22][c:23]([Cl:29])[c:24]([O:27][CH3:28])[cH:25][cH:26]2)[c:5]2[cH:6][cH:7][cH:8][cH:9][c:10]2-[c:11]2[cH:12][cH:13][c:14]([F:17])[cH:15][c:16]21.[CH2:38]([N+:39]([CH2:40][CH2:41][CH2:42][CH3:43])([CH2:44][CH2:45][CH2:46][CH3:47])[CH2:48][CH2:49][CH2:50][CH3:51])[CH2:52][CH2:53][CH3:54].[Cl:34][CH2:35][Cl:36].[I-:37]>>[CH2:1]([CH3:2])[CH:3]1[N:4]([S:18](=[O:19])(=[O:20])[c:21]2[cH:22][c:23]([Cl:29])[c:24]([OH:27])[cH:25][cH:26]2)[c:5]2[cH:6][cH:7][cH:8][cH:9][c:10]2-[c:11]2[cH:12][cH:13][c:14]([F:17])[cH:15][c:16]21. The reactants are C(=O)(O)C1=CC=C(C=O)C=C1 (4-Carboxybenzaldehyde), CNCCN1CCC(CC1)OC(NC1=C(C=CC=C1)C1=CC=CC=C1)=O (biphenyl-2-yl-carbamic acid 1-(2-methylaminoethyl)piperidin-4-yl ester), [Cl-].COC1=NC(=NC(=N1)OC)[N+]1(CCOCC1)C (4-(4,6-dimethoxy-1,3,5-triazin-2-yl)-4-methylmorpholinium chloride). Solvent: CC1CCCO1 (MeTHF), CC1CCCO1 (MeTHF). Conditions: time 0.5 hour. Product: C(=O)C1=CC=C(C(=O)CNCCN2CCC(CC2)OC(NC2=C(C=CC=C2)C2=CC=CC=C2)=O)C=C1 (Biphenyl-2-yl-carbamic acid 1-{2-[(4-formylbenzoyl)methylamino]ethyl}piperidin-4-yl Ester). Reaction SMILES: [C:1]([C:4]1[CH:11]=[CH:10][C:7]([CH:8]=[O:9])=[CH:6][CH:5]=1)([OH:3])=O.[CH3:12][NH:13][CH2:14][CH2:15][N:16]1[CH2:21][CH2:20][CH:19]([O:22][C:23](=[O:37])[NH:24][C:25]2[CH:30]=[CH:29][CH:28]=[CH:27][C:26]=2[C:31]2[CH:36]=[CH:35][CH:34]=[CH:33][CH:32]=2)[CH2:18][CH2:17]1.[Cl-].COC1N=C(OC)N=C([N+]2(C)CCOCC2)N=1>CC1OCCC1>[CH:8]([C:7]1[CH:10]=[CH:11][C:4]([C:1]([CH2:12][NH:13][CH2:14][CH2:15][N:16]2[CH2:21][CH2:20][CH:19]([O:22][C:23](=[O:37])[NH:24][C:25]3[CH:30]=[CH:29][CH:28]=[CH:27][C:26]=3[C:31]3[CH:36]=[CH:35][CH:34]=[CH:33][CH:32]=3)[CH2:18][CH2:17]2)=[O:3])=[CH:5][CH:6]=1)=[O:9] |f:2.3|. Procedure: 4-Carboxybenzaldehyde (9 g, 60 mmol, 1.0 eq.) and biphenyl-2-yl-carbamic acid 1-(2-methylaminoethyl)piperidin-4-yl ester (21.2 g, 60 mmol, 1.0 eq.) were combined in MeTHF (115 mL). The mixture was stirred for 0.5 hours, forming a thick slurry. Additional MeTHF (50 mL) was added to form a free-flowing slurry. 4-(4,6-dimethoxy-1,3,5-triazin-2-yl)-4-methylmorpholinium chloride (18 g, 63 mmol, 1.1 eq., 97% pure) was added in two portions and the funnel rinsed with additional MeTHF (50 mL). The mixtu... Starting materials: OC(C(C)C)(C=1N=CN(C1)C(C1=CC=CC=C1)(C1=CC=CC=C1)C1=CC=CC=C1)C=1C=C(C=CC1)C1=CC=C(C=C1)C#N (3′-[1-hydroxy-2-methyl-1-(1-trityl-1H-imidazol-4-yl)-1-propyl][1,1′-biphenyl]-4-carbonitrile), Cl.N1=CC=CC=C1 (pyridine hydrochloride). Product: OC(C(C)C)(C=1N=CNC1)C=1C=C(C=CC1)C1=CC=C(C=C1)C#N (3′-[1-hydroxy-1-(1H-imidazol-4-yl)-2-methyl-1-propyl][1,1′-biphenyl]-4-carbonitrile). The yield is 78.0%. Reaction SMILES: [OH:1][C:2]([C:30]1[CH:31]=[C:32]([C:36]2[CH:41]=[CH:40][C:39]([C:42]#[N:43])=[CH:38][CH:37]=2)[CH:33]=[CH:34][CH:35]=1)([C:6]1[N:7]=[CH:8][N:9](C(C2C=CC=CC=2)(C2C=CC=CC=2)C2C=CC=CC=2)[CH:10]=1)[CH:3]([CH3:5])[CH3:4].Cl.N1C=CC=CC=1>>[OH:1][C:2]([C:30]1[CH:31]=[C:32]([C:36]2[CH:37]=[CH:38][C:39]([C:42]#[N:43])=[CH:40][CH:41]=2)[CH:33]=[CH:34][CH:35]=1)([C:6]1[N:7]=[CH:8][NH:9][CH:10]=1)[CH:3]([CH3:4])[CH3:5] |f:1.2|. Reported procedure: By the reaction in the same manner as in Example 4-(iii) using 3′-[1-hydroxy-2-methyl-1-(1-trityl-1H-imidazol-4-yl)-1-propyl][1,1′-biphenyl]-4-carbonitrile (590 mg) and pyridine hydrochloride (111 mg), the title compound (261 mg) was obtained as colorless needle crystals. Starting materials: NH4OAc, CN1C(=C(C2=CC=C(C=C12)OC(C1=CC=C(C=C1)Cl)=O)CC1=CC=C(C=C1)Cl)CC(C(=O)OC)(C)C (Methyl 3-[N-methyl-3-(p-chlorobenzyl)-6-(p-chlorobenzoyloxy)indol-2-yl]-2,2-dimethylpropanoate), solution, C[O-].[Na+] (NaOMe). Solvent: CO (MeOH), CO (MeOH). Conditions: time 1 hour. The product is CN1C(=C(C2=CC=C(C=C12)O)CC1=CC=C(C=C1)Cl)CC(C(=O)OC)(C)C (Methyl 3-[N-methyl-3-(p-chlorobenzyl)-6-hydroxyindol-2-yl]-2,2-dimethylpropanoate). As a reaction SMILES: [CH3:1][N:2]1[C:10]2[C:5](=[CH:6][CH:7]=[C:8]([O:11]C(=O)C3C=CC(Cl)=CC=3)[CH:9]=2)[C:4]([CH2:21][C:22]2[CH:27]=[CH:26][C:25]([Cl:28])=[CH:24][CH:23]=2)=[C:3]1[CH2:29][C:30]([CH3:36])([CH3:35])[C:31]([O:33][CH3:34])=[O:32].C[O-].[Na+]>CO>[CH3:1][N:2]1[C:10]2[C:5](=[CH:6][CH:7]=[C:8]([OH:11])[CH:9]=2)[C:4]([CH2:21][C:22]2[CH:27]=[CH:26][C:25]([Cl:28])=[CH:24][CH:23]=2)=[C:3]1[CH2:29][C:30]([CH3:36])([CH3:35])[C:31]([O:33][CH3:34])=[O:32] |f:1.2|. Reported procedure: To a suspension of 425 mg of p-chlorobenzoate from Step A in 3 mL of MeOH was added 1.9 mL of a solution of 1.3M NaOMe in MeOH. The mixture was stirred at R.T. for 1 h, poured into 20 mL of 25% aq. NH4OAc, and extracted with ethyl acetate. The organic extract was dried over Na2SO4 and evaporated to dryness to give an oil which was chromatographed on flash silica gel using ethyl acetate:hexane (30:70 as eluant to give the title compound as a white foam. Starting materials: O=C([O-])[O-], COc1ccccc1O, [Cs+], [Cs+], O=[N+]([O-])c1cccc(S(=O)(=O)OCC2CO2)c1, CN(C)C=O. Yields the product COc1ccccc1OC1CO1. RXN SMILES: [C:27](=[O:28])([O-:29])[O-:30].[CH3:18][O:19][c:20]1[cH:21][cH:22][cH:23][cH:24][c:25]1[OH:26].[Cs+:31].[Cs+:32].[O:1]1[CH:2]([CH2:4][O:5][S:6]([c:7]2[cH:8][cH:9][cH:10][c:11]([N+:12]([O-:13])=[O:14])[cH:15]2)(=[O:16])=[O:17])[CH2:3]1.[O:33]=[CH:34][N:35]([CH3:36])[CH3:37]>>[O:1]1[CH:2]([O:26][c:25]2[c:20]([O:19][CH3:18])[cH:21][cH:22][cH:23][cH:24]2)[CH2:3]1. Reactants: Cl.Cl.ClC=1C=NC2=CC=C(C=C2C1CCCC1(CCNCC1)C(=O)OCC)OC (ethyl 4-[3-(3-chloro-6-methoxyquinolin-4-yl)propyl]piperidine-4-carboxylate dihydrochloride), BrCCSC1=C(C=CC(=C1)F)F (2-(2-bromoethylthio)-1,4-difluorobenzene), [I-].[K+] (potassium iodide), C([O-])([O-])=O.[K+].[K+] (potassium carbonate). Solvent: C(C)OCC (diethyl ether), C(C)#N (acetonitrile), CN(C=O)C (dimethylformamide), O (water). Reaction conditions: temperature 85 celsius, time 18 hour. The product is ClC=1C=NC2=CC=C(C=C2C1C(CCC1(CCN(CC1)CCSC1=C(C=CC(=C1)F)F)C(=O)OC)O)OC (methyl 4-[3-(3-chloro-6-methoxyquinolin-4-yl)-3-(R,S)-hydroxypropyl]-1-[2-(2,5-difluorophenylthio)ethyl]piperidine-4-carboxylate). The yield is 28.3%. RXN SMILES: Cl.Cl.[Cl:3][C:4]1[CH:5]=[N:6][C:7]2[C:12]([C:13]=1[CH2:14][CH2:15][CH2:16][C:17]1([C:23]([O:25][CH2:26]C)=[O:24])[CH2:22][CH2:21][NH:20][CH2:19][CH2:18]1)=[CH:11][C:10]([O:28][CH3:29])=[CH:9][CH:8]=2.Br[CH2:31][CH2:32][S:33][C:34]1[CH:39]=[C:38]([F:40])[CH:37]=[CH:36][C:35]=1[F:41].[I-].[K+].C(=O)([O-])[O-:45].[K+].[K+]>C(#N)C.CN(C)C=O.O.C(OCC)C>[Cl:3][C:4]1[CH:5]=[N:6][C:7]2[C:12]([C:13]=1[CH:14]([OH:45])[CH2:15][CH2:16][C:17]1([C:23]([O:25][CH3:26])=[O:24])[CH2:22][CH2:21][N:20]([CH2:31][CH2:32][S:33][C:34]3[CH:39]=[C:38]([F:40])[CH:37]=[CH:36][C:35]=3[F:41])[CH2:19][CH2:18]1)=[CH:11][C:10]([O:28][CH3:29])=[CH:9][CH:8]=2 |f:0.1.2,4.5,6.7.8|. Procedure: A mixture of 1.75 g of ethyl 4-[3-(3-chloro-6-methoxyquinolin-4-yl)propyl]piperidine-4-carboxylate dihydrochloride, 0.95 g of 2-(2-bromoethylthio)-1,4-difluorobenzene, 0.622 g of potassium iodide and 3.11 g of potassium carbonate in 30 cm3 of acetonitrile and 20 cm3 of dimethylformamide was heated with stirring for 18 hours at a temperature in the region of 85° C. After cooling to about 20° C., the reaction mixture was filtered through Celite and the filtrate was then concentrated to dryness und... Reactants: NC=1C=C(C=NC1)C(=O)C1=CN(C=2N=CN=CC21)C(CO[Si](C)(C)C(C)(C)C)(C)C ((5-aminopyridin-3-yl)[7-(2-{[tert-butyl(dimethyl)silyl]oxy}-1,1-dimethylethyl)-7H-pyrrolo[2,3-d]pyrimidin-5-yl]methanone), N1=CC=CC2=CC=C(C=C12)CC(=O)O (2-quinolin-7-ylacetic acid), CCN(C(C)C)C(C)C (DIPEA). Yields the product [Si](C)(C)(C(C)(C)C)OCC(C)(C)N1C=C(C2=C1N=CN=C2)C(=O)C=2C=C(C=NC2)NC(CC2=CC=C1C=CC=NC1=C2)=O (N-(5-{[7-(2-{[tert-butyl(dimethyl)silyl]oxy}-1,1-dimethylethyl)-7H-pyrrolo[2,3-d]pyrimidin-5-yl]carbonyl}pyridin-3-yl)-2-quinolin-7-ylacetamide). Reaction SMILES: [NH2:1][C:2]1[CH:3]=[C:4]([C:8]([C:10]2[C:18]3[CH:17]=[N:16][CH:15]=[N:14][C:13]=3[N:12]([C:19]([CH3:30])([CH3:29])[CH2:20][O:21][Si:22]([C:25]([CH3:28])([CH3:27])[CH3:26])([CH3:24])[CH3:23])[CH:11]=2)=[O:9])[CH:5]=[N:6][CH:7]=1.[N:31]1[C:40]2[C:35](=[CH:36][CH:37]=[C:38]([CH2:41][C:42](O)=[O:43])[CH:39]=2)[CH:34]=[CH:33][CH:32]=1.CCN(C(C)C)C(C)C>>[Si:22]([O:21][CH2:20][C:19]([N:12]1[C:13]2[N:14]=[CH:15][N:16]=[CH:17][C:18]=2[C:10]([C:8]([C:4]2[CH:3]=[C:2]([NH:1][C:42](=[O:43])[CH2:41][C:38]3[CH:39]=[C:40]4[C:35]([CH:34]=[CH:33][CH:32]=[N:31]4)=[CH:36][CH:37]=3)[CH:7]=[N:6][CH:5]=2)=[O:9])=[CH:11]1)([CH3:30])[CH3:29])([C:25]([CH3:28])([CH3:27])[CH3:26])([CH3:23])[CH3:24]. Procedure details: Prepared according to the method described for Example 1 using (5-aminopyridin-3-yl)[7-(2-{[tert-butyl(dimethyl)silyl]oxy}-1,1-dimethylethyl)-7H-pyrrolo[2,3-d]pyrimidin-5-yl]methanone (Preparation 38), and 2-quinolin-7-ylacetic acid with DIPEA as base. Reactants: COc1ccc2nccc(-n3cc4c(n3)CCN(C(=O)OC(C)(C)C)CC4)c2n1, CC(C)(C)OC(=O)N1CCC(=O)C(=CO)CC1, C1CCOC1, COc1ccc2nccc(NN)c2n1, ClCCl, [Na+], [OH-], Cc1ccc(S(=O)(=O)O)cc1. Yields the product COc1ccc2nccc(-n3cc4c(n3)CCNCC4)c2n1. RXN SMILES: [C:1]([O:2][C:3](=[O:4])[N:8]1[CH2:9][CH2:10][c:11]2[cH:12][n:13](-[c:18]3[cH:19][cH:20][n:21][c:22]4[cH:23][cH:24][c:25]([O:28][CH3:29])[n:26][c:27]34)[n:14][c:15]2[CH2:16][CH2:17]1)([CH3:5])([CH3:6])[CH3:7].[C:30]([O:31][C:32]([N:33]1[CH2:34][CH2:35][C:36](=[O:37])[C:38](=[CH:39][OH:40])[CH2:41][CH2:42]1)=[O:43])([CH3:44])([CH3:45])[CH3:46].[CH2:72]1[O:73][CH2:74][CH2:75][CH2:76]1.[CH3:47][O:48][c:49]1[n:50][c:51]2[c:52]([cH:53][cH:54]1)[n:55][cH:56][cH:57][c:58]2[NH:59][NH2:60].[Cl:77][CH2:78][Cl:79].[Na+:81].[OH-:80].[c:61]1([CH3:62])[cH:63][cH:64][c:65]([S:66]([OH:67])(=[O:68])=[O:69])[cH:70][cH:71]1>>[NH:8]1[CH2:9][CH2:10][c:11]2[cH:12][n:13](-[c:18]3[cH:19][cH:20][n:21][c:22]4[cH:23][cH:24][c:25]([O:28][CH3:29])[n:26][c:27]34)[n:14][c:15]2[CH2:16][CH2:17]1.